From a dataset of the Open Reaction Database (ORD), a public repository of structured organic reaction records. describe an organic reaction: reactants, conditions, products, and yield Reactants: COc1ccccc1-c1cn(S(=O)(=O)c2ccc(C)cc2)c2ncc(B3OC(C)(C)C(C)(C)O3)cc12, CC#N, ClCCl, CN(C)C(=O)c1cc(I)cc(F)c1NCc1ccncc1, [Na+], [Na+], O=C([O-])[O-]. Product: COc1ccccc1-c1cn(S(=O)(=O)c2ccc(C)cc2)c2ncc(-c3cc(F)c(NCc4ccncc4)c(C(=O)N(C)C)c3)cc12. RXN SMILES: [CH3:22][O:23][c:24]1[c:25](-[c:30]2[cH:31][n:32]([S:48](=[O:49])(=[O:50])[c:51]3[cH:52][cH:53][c:54]([CH3:57])[cH:55][cH:56]3)[c:33]3[n:34][cH:35][c:36]([B:39]4[O:40][C:41]([CH3:42])([CH3:43])[C:44]([CH3:45])([CH3:46])[O:47]4)[cH:37][c:38]23)[cH:26][cH:27][cH:28][cH:29]1.[CH3:67][C:68]#[N:69].[Cl:58][CH2:59][Cl:60].[F:1][c:2]1[c:3]([NH:14][CH2:15][c:16]2[cH:17][cH:18][n:19][cH:20][cH:21]2)[c:4]([C:5](=[O:6])[N:7]([CH3:8])[CH3:9])[cH:10][c:11]([I:13])[cH:12]1.[Na+:61].[Na+:62].[O-:63][C:64](=[O:65])[O-:66]>>[F:1][c:2]1[c:3]([NH:14][CH2:15][c:16]2[cH:17][cH:18][n:19][cH:20][cH:21]2)[c:4]([C:5](=[O:6])[N:7]([CH3:8])[CH3:9])[cH:10][c:11](-[c:36]2[cH:35][n:34][c:33]3[n:32]([S:48](=[O:49])(=[O:50])[c:51]4[cH:52][cH:53][c:54]([CH3:57])[cH:55][cH:56]4)[cH:31][c:30](-[c:25]4[c:24]([O:23][CH3:22])[cH:29][cH:28][cH:27][cH:26]4)[c:38]3[cH:37]2)[cH:12]1.